Dataset: the Open Reaction Database (ORD), a public repository of structured organic reaction records. Task: describe an organic reaction: reactants, conditions, products, and yield The reactants are CC1(C(N(C2=CC=CC=C12)CCCN1CCC2(C(N(CN2C2=CC=C(C=C2)F)CC=2C=C(C(=O)OC(C)(C)C)C=CC2)=O)CC1)=O)C (tert-butyl 3-((8-(3-(3,3-dimethyl-2-oxoindolin-1-yl)propyl)-1-(4-fluorophenyl)-4-oxo-1,3,8-triazaspiro[4.5]decan-3-yl)methyl)benzoate), solution, Cl (HCl). RXN SMILES: [CH3:1][C:2]1([CH3:47])[C:10]2[C:5](=[CH:6][CH:7]=[CH:8][CH:9]=2)[N:4]([CH2:11][CH2:12][CH2:13][N:14]2[CH2:45][CH2:44][C:17]3([N:21]([C:22]4[CH:27]=[CH:26][C:25]([F:28])=[CH:24][CH:23]=4)[CH2:20][N:19]([CH2:29][C:30]4[CH:31]=[C:32]([CH:40]=[CH:41][CH:42]=4)[C:33]([O:35]C(C)(C)C)=[O:34])[C:18]3=[O:43])[CH2:16][CH2:15]2)[C:3]1=[O:46].Cl>O1CCOCC1.C([SiH](CC)CC)C>[CH3:1][C:2]1([CH3:47])[C:10]2[C:5](=[CH:6][CH:7]=[CH:8][CH:9]=2)[N:4]([CH2:11][CH2:12][CH2:13][N:14]2[CH2:45][CH2:44][C:17]3([N:21]([C:22]4[CH:27]=[CH:26][C:25]([F:28])=[CH:24][CH:23]=4)[CH2:20][N:19]([CH2:29][C:30]4[CH:31]=[C:32]([CH:40]=[CH:41][CH:42]=4)[C:33]([OH:35])=[O:34])[C:18]3=[O:43])[CH2:16][CH2:15]2)[C:3]1=[O:46]. Isolated yield 90.0%. Product: CC1(C(N(C2=CC=CC=C12)CCCN1CCC2(C(N(CN2C2=CC=C(C=C2)F)CC=2C=C(C(=O)O)C=CC2)=O)CC1)=O)C (3-((8-(3-(3,3-Dimethyl-2-oxoindolin-1-yl)propyl)-1-(4-fluorophenyl)-4-oxo-1,3,8-triazaspiro[4.5]decan-3-yl)methyl)benzoic acid), hydrochloride salt. Run in O1CCOCC1 (dioxane), C(C)[SiH](CC)CC (triethylsilane). Procedure: To tert-butyl 3-((8-(3-(3,3-dimethyl-2-oxoindolin-1-yl)propyl)-1-(4-fluorophenyl)-4-oxo-1,3,8-triazaspiro[4.5]decan-3-yl)methyl)benzoate (0.16 g, 0.25 mmol) was added 4M solution of HCl in dioxane (2.5 mL) and triethylsilane (0.05 mL). After stirring at room temperature for 4 hours, the reaction mixture was concentrated in vacuo and lyophilized in acetonitrile/water (1:1) to obtain the title compound as a hydrochloride salt (0.14 g, 90%); 1H NMR (DMSO-d6): δ 1.28 (s, 6H), 1.91 (d, 2H, J=14 Hz), ... Conditions: time 4 hour. Yields the product COCCCN1C(=O)COc2ccc(COC3CN(C(=O)OC(C)(C)C)CCC3c3ccc(OCCCOc4ccc(F)cc4)cc3)cc21. Reaction SMILES: [Cl:33][CH2:34][c:35]1[cH:36][cH:37][c:38]2[c:39]([cH:50]1)[N:40]([CH2:45][CH2:46][CH2:47][O:48][CH3:49])[C:41](=[O:44])[CH2:42][O:43]2.[F:1][c:2]1[cH:3][cH:4][c:5]([O:6][CH2:7][CH2:8][CH2:9][O:10][c:11]2[cH:12][cH:13][c:14]([CH:17]3[CH:18]([OH:30])[CH2:19][N:20]([C:23](=[O:24])[O:25][C:26]([CH3:27])([CH3:28])[CH3:29])[CH2:21][CH2:22]3)[cH:15][cH:16]2)[cH:31][cH:32]1>>[F:1][c:2]1[cH:3][cH:4][c:5]([O:6][CH2:7][CH2:8][CH2:9][O:10][c:11]2[cH:12][cH:13][c:14]([CH:17]3[CH:18]([O:30][CH2:34][c:35]4[cH:36][cH:37][c:38]5[c:39]([cH:50]4)[N:40]([CH2:45][CH2:46][CH2:47][O:48][CH3:49])[C:41](=[O:44])[CH2:42][O:43]5)[CH2:19][N:20]([C:23](=[O:24])[O:25][C:26]([CH3:27])([CH3:28])[CH3:29])[CH2:21][CH2:22]3)[cH:15][cH:16]2)[cH:31][cH:32]1. The reactants are COCCCN1C(=O)COc2ccc(CCl)cc21, CC(C)(C)OC(=O)N1CCC(c2ccc(OCCCOc3ccc(F)cc3)cc2)C(O)C1.